Task: describe an organic reaction: reactants, conditions, products, and yield. Dataset: the Open Reaction Database (ORD), a public repository of structured organic reaction records Reactants: CN(C(C1=C(C=CC(=C1)C1N=NN=C1)OC)=O)CC(CCS(=O)(=O)C)C1=CC=C(C=C1)F (N-methyl-N-(2-(4-fluorophenyl)-4-methanesulfonylbutyl)-2-methoxy-5-(4H-triazol-4-yl)benzamide), I.N1=C(C=CC=C1)CN1C(=NC2=C1C=CC=C2)C(=O)C2CCNCC2 (4-(1-(pyrid-2-ylmethyl)-1H-benzimidazole-2-carbonyl)piperidine hydriodic acid salt). The product is CN(C(C1=C(C=CC(=C1)C1N=NN=C1)OC)=O)CC(CCN1CCC(CC1)C(=O)C1=NC2=C(N1CC1=NC=CC=C1)C=CC=C2)C2=CC=C(C=C2)F (N-Methyl-N-(4-(4-(1-(pyrid-2-ylmethyl)-1H-benzimidazole-2-carbonyl) piperidin-1-yl)-2-(4-fluorophenyl)butyl)-2-methoxy-5-(4H-triazol-4-yl)benzamide). As a reaction SMILES: [CH3:1][N:2]([CH2:18][CH:19]([C:26]1[CH:31]=[CH:30][C:29]([F:32])=[CH:28][CH:27]=1)[CH2:20][CH2:21]S(C)(=O)=O)[C:3](=[O:17])[C:4]1[CH:9]=[C:8]([CH:10]2[CH:14]=[N:13][N:12]=[N:11]2)[CH:7]=[CH:6][C:5]=1[O:15][CH3:16].I.[N:34]1[CH:39]=[CH:38][CH:37]=[CH:36][C:35]=1[CH2:40][N:41]1[C:45]2[CH:46]=[CH:47][CH:48]=[CH:49][C:44]=2[N:43]=[C:42]1[C:50]([CH:52]1[CH2:57][CH2:56][NH:55][CH2:54][CH2:53]1)=[O:51]>>[CH3:1][N:2]([CH2:18][CH:19]([C:26]1[CH:31]=[CH:30][C:29]([F:32])=[CH:28][CH:27]=1)[CH2:20][CH2:21][N:55]1[CH2:56][CH2:57][CH:52]([C:50]([C:42]2[N:41]([CH2:40][C:35]3[CH:36]=[CH:37][CH:38]=[CH:39][N:34]=3)[C:45]3[CH:46]=[CH:47][CH:48]=[CH:49][C:44]=3[N:43]=2)=[O:51])[CH2:53][CH2:54]1)[C:3](=[O:17])[C:4]1[CH:9]=[C:8]([CH:10]2[CH:14]=[N:13][N:12]=[N:11]2)[CH:7]=[CH:6][C:5]=1[O:15][CH3:16] |f:1.2|. Procedure details: Prepare by the method of Example 1.7 using N-methyl-N-(2-(4-fluorophenyl)-4-methanesulfonylbutyl)-2-methoxy-5-(4H-triazol-4-yl)benzamide and 4-(1-(pyrid-2-ylmethyl)-1H-benzimidazole-2-carbonyl)piperidine hydriodic acid salt to give the title compound. The reactants are CCBr, Cc1c(Br)cc(CO)cc1Br, CCOC(C)=O, [H-], [Na+], CN(C)C=O. Yields the product CCOCc1cc(Br)c(C)c(Br)c1. As a reaction SMILES: [Br:19][CH2:20][CH3:21].[Br:1][c:2]1[cH:3][c:4]([CH2:10][OH:11])[cH:5][c:6]([Br:9])[c:7]1[CH3:8].[CH3:22][CH2:23][O:24][C:25]([CH3:26])=[O:27].[H-:18].[Na+:17].[O:12]=[CH:13][N:14]([CH3:15])[CH3:16]>>[Br:1][c:2]1[cH:3][c:4]([CH2:10][O:11][CH2:20][CH3:21])[cH:5][c:6]([Br:9])[c:7]1[CH3:8]. The product is NCCCCNC(=O)c1ccc(Nc2nc(NCc3ccc(OCCBr)cc3)nc(OCC(F)(F)F)n2)cc1. As a reaction SMILES: [Br:1][CH2:2][CH2:3][O:4][c:5]1[cH:6][cH:7][c:8]([CH2:9][NH:10][c:11]2[n:12][c:13]([NH:23][c:24]3[cH:25][cH:26][c:27]([C:28](=[O:29])[NH:30][CH2:31][CH2:32][CH2:33][CH2:34][NH:35][C:36](=[O:37])[O:38][C:39]([CH3:40])([CH3:41])[CH3:42])[cH:43][cH:44]3)[n:14][c:15]([O:17][CH2:18][C:19]([F:20])([F:21])[F:22])[n:16]2)[cH:45][cH:46]1.[Cl:54][CH2:55][Cl:56].[F:47][C:48]([F:49])([F:50])[C:51]([OH:52])=[O:53]>>[Br:1][CH2:2][CH2:3][O:4][c:5]1[cH:6][cH:7][c:8]([CH2:9][NH:10][c:11]2[n:12][c:13]([NH:23][c:24]3[cH:25][cH:26][c:27]([C:28](=[O:29])[NH:30][CH2:31][CH2:32][CH2:33][CH2:34][NH2:35])[cH:43][cH:44]3)[n:14][c:15]([O:17][CH2:18][C:19]([F:20])([F:21])[F:22])[n:16]2)[cH:45][cH:46]1. The reactants are CC(C)(C)OC(=O)NCCCCNC(=O)c1ccc(Nc2nc(NCc3ccc(OCCBr)cc3)nc(OCC(F)(F)F)n2)cc1, ClCCl, O=C(O)C(F)(F)F. Isolated yield 91.0%. Reactants: CC=1N=C(SC1C(=O)OCC)N1C=NN(C1=O)CC1=CC=C(C=C1)C(F)(F)F (ethyl 4-methyl-2-(5-oxo-1-(4-(trifluoromethyl)benzyl)-1H-1,2,4-triazol-4(5H)-yl)thiazole-5-carboxylate), FC(OC1=CC=C(CN2N=CN(C2=O)C=2SC(=C(N2)C)C(=O)OCC)C=C1)F (ethyl 2-(1-(4-(difluoromethoxy)benzyl)-5-oxo-1H-1,2,4-triazol-4(5H)-yl)-4-methylthiazole-5-carboxylate). Reaction SMILES: CC1N=C(N2C(=O)N(CC3C=CC(C(F)(F)F)=CC=3)N=C2)SC=1C(OCC)=O.[F:29][CH:30]([F:56])[O:31][C:32]1[CH:55]=[CH:54][C:35]([CH2:36][N:37]2[C:41](=[O:42])[N:40]([C:43]3[S:44][C:45]([C:49]([O:51]CC)=[O:50])=[C:46]([CH3:48])[N:47]=3)[CH:39]=[N:38]2)=[CH:34][CH:33]=1>>[F:56][CH:30]([F:29])[O:31][C:32]1[CH:55]=[CH:54][C:35]([CH2:36][N:37]2[C:41](=[O:42])[N:40]([C:43]3[S:44][C:45]([C:49]([OH:51])=[O:50])=[C:46]([CH3:48])[N:47]=3)[CH:39]=[N:38]2)=[CH:34][CH:33]=1. Product: FC(OC1=CC=C(CN2N=CN(C2=O)C=2SC(=C(N2)C)C(=O)O)C=C1)F (2-(1-(4-(difluoromethoxy)benzyl)-5-oxo-1H-1,2,4-triazol-4(5H)-yl)-4-methylthiazole-5-carboxylic acid). Reported procedure: Following the procedure as described in Example 20, making variation as required to replace ethyl 4-methyl-2-(5-oxo-1-(4-(trifluoromethyl)benzyl)-1H-1,2,4-triazol-4(5H)-yl)thiazole-5-carboxylate with ethyl 2-(1-(4-(difluoromethoxy)benzyl)-5-oxo-1H-1,2,4-triazol-4(5H)-yl)-4-methylthiazole-5-carboxylate, the title compound was obtained as a white solid in 91% yield: MS (ES−) m/z 381.1 (M−1). Reactants: BrC=1N=C2C(=NC1)N(C=C2C(=O)NC(C)(C)C)COCC[Si](C)(C)C (2-bromo-N-tert-butyl-5-((2-(trimethylsilyl)ethoxy)methyl)-5H-pyrrolo[2,3-b]pyrazine-7-carboxamide), CC=1C=C2C(=NC1)NN=C2 (5-methyl-1H-pyrazolo[3,4-b]pyridine), CC(C)([O-])C.[Na+] (sodium tert-butoxide). The reagents and catalysts are CC(C)([P](C(C)(C)C)([Pd][P](C(C)(C)C)(C(C)(C)C)C(C)(C)C)C(C)(C)C)C (bis(tri-tert-butylphosphine)palladium(0)). Run in O1CCOCC1 (dioxane). Conditions: temperature 125 celsius. The product is C(C)(C)(C)NC(=O)C1=CN(C2=NC=C(N=C21)N2N=CC=1C2=NC=C(C1)C)COCC[Si](C)(C)C (N-tert-butyl-2-(5-methyl-1H-pyrazolo[3,4-b]pyridin-1-yl)-5-((2-(trimethylsilyl)ethoxy)methyl)-5H-pyrrolo[2,3-b]pyrazine-7-carboxamide). RXN SMILES: Br[C:2]1[N:3]=[C:4]2[C:10]([C:11]([NH:13][C:14]([CH3:17])([CH3:16])[CH3:15])=[O:12])=[CH:9][N:8]([CH2:18][O:19][CH2:20][CH2:21][Si:22]([CH3:25])([CH3:24])[CH3:23])[C:5]2=[N:6][CH:7]=1.[CH3:26][C:27]1[CH:28]=[C:29]2[CH:35]=[N:34][NH:33][C:30]2=[N:31][CH:32]=1.CC(C)([O-])C.[Na+]>O1CCOCC1.CC(C)([P](C(C)(C)C)([Pd][P](C(C)(C)C)(C(C)(C)C)C(C)(C)C)C(C)(C)C)C>[C:14]([NH:13][C:11]([C:10]1[C:4]2[C:5](=[N:6][CH:7]=[C:2]([N:33]3[C:30]4=[N:31][CH:32]=[C:27]([CH3:26])[CH:28]=[C:29]4[CH:35]=[N:34]3)[N:3]=2)[N:8]([CH2:18][O:19][CH2:20][CH2:21][Si:22]([CH3:25])([CH3:24])[CH3:23])[CH:9]=1)=[O:12])([CH3:17])([CH3:16])[CH3:15] |f:2.3,^1:50,56|. Procedure details: To a stirred solution of 2-bromo-N-tert-butyl-5-((2-(trimethylsilyl)ethoxy)methyl)-5H-pyrrolo[2,3-b]pyrazine-7-carboxamide (136 mg, 318 μmol), 5-methyl-1H-pyrazolo[3,4-b]pyridine (42.4 mg, 318 μmol) in dioxane (3.5 mL) was added sodium tert-butoxide (67.3 mg, 700 μmol) and bis(tri-tert-butylphosphine)palladium(0) (16.3 mg, 31.8 μmol). The mixture was degassed then heated in sealed tube at 125° C. for two days. The mixture was cooled, filtered through celite, the cake washed with ethyl acetate, a...